This data is from the Open Reaction Database (ORD), a public repository of structured organic reaction records. The task is: describe an organic reaction: reactants, conditions, products, and yield The reactants are [N+](=O)([O-])C1=CC=C2C(NN(C2=C1)C1=CC=CC=C1)=S (6-nitro-1-phenyl-1,2-dihydroindazole-3-thione), C(=O)([O-])[O-].[Cs+].[Cs+] (Cs2CO3), IC (iodomethane). Run in CC#N (CH3CN), CC#N (CH3CN). Reaction conditions: temperature 10 celsius, time 30 minute. Yields the product CSC1=NN(C2=CC(=CC=C12)[N+](=O)[O-])C1=CC=CC=C1 (3-(methylthio)-6-nitro-1-phenyl-1H-indazole). As a reaction SMILES: [N+:1]([C:4]1[CH:12]=[C:11]2[C:7]([C:8](=[S:19])[NH:9][N:10]2[C:13]2[CH:18]=[CH:17][CH:16]=[CH:15][CH:14]=2)=[CH:6][CH:5]=1)([O-:3])=[O:2].[C:20]([O-])([O-])=O.[Cs+].[Cs+].IC>CC#N>[CH3:20][S:19][C:8]1[C:7]2[C:11](=[CH:12][C:4]([N+:1]([O-:3])=[O:2])=[CH:5][CH:6]=2)[N:10]([C:13]2[CH:18]=[CH:17][CH:16]=[CH:15][CH:14]=2)[N:9]=1 |f:1.2.3|. Procedure details: Into a 100-mL 3-necked round-bottom flask, was placed a solution of 6-nitro-1-phenyl-1,2-dihydroindazole-3-thione (3.1 g, 11.44 mmol, 1.00 equiv) in CH3CN (20 mL), Cs2CO3 (21 g, 64.42 mmol, 5.63 equiv). To the resulting mixture was then added a solution of iodomethane (11.3 g, 79.58 mmol, 6.96 equiv) in CH3CN (15 mL) dropwise with stirring at 10° C. in 30 min. The resulting solution was stirred for 30 min at 10° C. The solids were filtered out. The resulting mixture was concentrated under vacuum... Reactants: O (water), NC1=CC(=C(OC=2C=C(C(=CC2)NC)N)C=C1)C (4-(4-amino-2-methylphenoxy)-N1-methylbenzene-1,2-diamine), C(=O)O (formic acid), C([O-])(O)=O.[Na+] (sodium bicarbonate). Product: CC=1C=C(C=CC1OC1=CC2=C(N(C=N2)C)C=C1)NC=O (N-(3-methyl-4-(1-methyl-1H-benzo[d]imidazol-5-yloxy)phenyl)formamide). Isolated yield 97.0%. Reaction SMILES: [NH2:1][C:2]1[CH:17]=[CH:16][C:5]([O:6][C:7]2[CH:8]=[C:9]([NH2:15])[C:10]([NH:13][CH3:14])=[CH:11][CH:12]=2)=[C:4]([CH3:18])[CH:3]=1.O.[C:20](=[O:23])(O)[O-].[Na+].[CH:25](O)=O>>[CH3:18][C:4]1[CH:3]=[C:2]([NH:1][CH:20]=[O:23])[CH:17]=[CH:16][C:5]=1[O:6][C:7]1[CH:12]=[CH:11][C:10]2[N:13]([CH3:25])[CH:14]=[N:15][C:9]=2[CH:8]=1 |f:2.3|. Procedure: 4-(4-amino-2-methylphenoxy)-N1-methylbenzene-1,2-diamine (1.52 g, 6.25 mmol) was dissolved in formic acid (15 mL) and heated to reflux for 6 hours. After cooling to room temperature, the mixture was diluted water (100 mL) and neutralized with sodium bicarbonate. The mixture was partitioned between water and dichloromethane. The organic layer was washed with aqueous NaHCO3, brine, dried over Na2SO4, filtered and concentrated under reduced pressure to provide the product (1.70 g, 97%). Starting materials: C, CO, O=C(Nc1cc(Oc2ccc([N+](=O)[O-])cc2F)ncn1)N1CCC(CN2CCC2)CC1, C1CCOC1, [Pd]. The product is Nc1ccc(Oc2cc(NC(=O)N3CCC(CN4CCC4)CC3)ncn2)c(F)c1. As a reaction SMILES: [C:39].[CH3:37][OH:38].[F:1][c:2]1[c:3]([O:4][c:5]2[cH:6][c:7]([NH:11][C:12](=[O:13])[N:14]3[CH2:15][CH2:16][CH:17]([CH2:20][N:21]4[CH2:22][CH2:23][CH2:24]4)[CH2:18][CH2:19]3)[n:8][cH:9][n:10]2)[cH:25][cH:26][c:27]([N+:29]([O-:30])=[O:31])[cH:28]1.[O:32]1[CH2:33][CH2:34][CH2:35][CH2:36]1.[Pd:40]>>[F:1][c:2]1[c:3]([O:4][c:5]2[cH:6][c:7]([NH:11][C:12](=[O:13])[N:14]3[CH2:15][CH2:16][CH:17]([CH2:20][N:21]4[CH2:22][CH2:23][CH2:24]4)[CH2:18][CH2:19]3)[n:8][cH:9][n:10]2)[cH:25][cH:26][c:27]([NH2:29])[cH:28]1. Starting materials: C(OC(C)(C)C)(OC(C)(C)C)=O (Di-tert-butyl carbonate), COC(=O)C1=CC(=C2CCNC2=C1)OC (4-methoxy-2,3-dihydro-1H-indole-6-carboxylic acid methyl ester), C(C)(C)N(CC)C(C)C (diisopropyl ethyl amine). Solvent: O1CCCC1 (tetrahydrofuran). The product is COC(=O)C1=CC(=C2CCN(C2=C1)C(=O)OC(C)(C)C)OC (4-methoxy-2,3-dihydro-indole-1,6-dicarboxylic acid 1-tert-butyl ester 6-methyl ester). The yield is 47.0%. As a reaction SMILES: [C:1](=[O:12])([O:7][C:8]([CH3:11])([CH3:10])[CH3:9])OC(C)(C)C.[CH3:13][O:14][C:15]([C:17]1[CH:25]=[C:24]2[C:20]([CH2:21][CH2:22][NH:23]2)=[C:19]([O:26][CH3:27])[CH:18]=1)=[O:16].C(N(C(C)C)CC)(C)C>O1CCCC1>[CH3:13][O:14][C:15]([C:17]1[CH:25]=[C:24]2[C:20]([CH2:21][CH2:22][N:23]2[C:1]([O:7][C:8]([CH3:9])([CH3:10])[CH3:11])=[O:12])=[C:19]([O:26][CH3:27])[CH:18]=1)=[O:16]. Reported procedure: Di-tert-butyl carbonate (2.9 g, 13.5 mmol, 1 equiv.) was added to a stirred mixture of 4-methoxy-2,3-dihydro-1H-indole-6-carboxylic acid methyl ester (2.8 g 13.5 mmol, 1 equiv.) and diisopropyl ethyl amine (4.7 mL, 27 mmol, 2 equiv.) in tetrahydrofuran (30 mL) and the mixture was heated at reflux for 16 hours. The solvent was evaporated under vacuum and the residue purified by column chromatography (SiO2, 1:8 EtOAc:heptane). The fractions were combined to afford 4-methoxy-2,3-dihydro-indole-1,6-... The reactants are C1CCOC1, OCc1ccc(OC(F)(F)F)c(F)c1, O=C1NC(=O)c2ccccc21, CC(C)OC(=O)N=NC(=O)OC(C)C, c1ccc(P(c2ccccc2)c2ccccc2)cc1. The product is O=C1c2ccccc2C(=O)N1Cc1ccc(OC(F)(F)F)c(F)c1. Reaction SMILES: [CH2:59]1[O:60][CH2:61][CH2:62][CH2:63]1.[F:1][c:2]1[cH:3][c:4]([CH2:13][OH:14])[cH:5][cH:6][c:7]1[O:8][C:9]([F:10])([F:11])[F:12].[O:15]=[C:16]1[NH:17][C:18](=[O:19])[c:20]2[cH:21][cH:22][cH:23][cH:24][c:25]21.[O:45]=[C:46]([O:47][CH:48]([CH3:49])[CH3:50])[N:51]=[N:52][C:53]([O:54][CH:55]([CH3:56])[CH3:57])=[O:58].[c:26]1([P:27]([c:28]2[cH:29][cH:30][cH:31][cH:32][cH:33]2)[c:34]2[cH:35][cH:36][cH:37][cH:38][cH:39]2)[cH:40][cH:41][cH:42][cH:43][cH:44]1>>[F:1][c:2]1[cH:3][c:4]([CH2:13][N:17]2[C:16](=[O:15])[c:25]3[c:20]([cH:21][cH:22][cH:23][cH:24]3)[C:18]2=[O:19])[cH:5][cH:6][c:7]1[O:8][C:9]([F:10])([F:11])[F:12]. The reactants are ClC1=CC(=NC2=CC=C(C=C12)C)N1CCS(C2=C(C1)C=CC=C2)(=O)=O (4-(4-chloro-6-methylquinolin-2-yl)-2,3,4,5-tetrahydro-1,4-benzothiazepine 1,1-dioxide), NCC(=O)O (glycine). Product: O=S1(CCN(CC2=C1C=CC=C2)C2=NC1=CC=C(C=C1C(=C2)NCC(=O)O)C)=O (N-[2-(1,1-Dioxido-2,3-dihydro-1,4-benzothiazepin-4(5H)-yl)-6-methylquinolin-4-yl]glycine). Reaction SMILES: Cl[C:2]1[C:11]2[C:6](=[CH:7][CH:8]=[C:9]([CH3:12])[CH:10]=2)[N:5]=[C:4]([N:13]2[CH2:19][C:18]3[CH:20]=[CH:21][CH:22]=[CH:23][C:17]=3[S:16](=[O:25])(=[O:24])[CH2:15][CH2:14]2)[CH:3]=1.[NH2:26][CH2:27][C:28]([OH:30])=[O:29]>>[O:24]=[S:16]1(=[O:25])[C:17]2[CH:23]=[CH:22][CH:21]=[CH:20][C:18]=2[CH2:19][N:13]([C:4]2[CH:3]=[C:2]([NH:26][CH2:27][C:28]([OH:30])=[O:29])[C:11]3[C:6](=[CH:7][CH:8]=[C:9]([CH3:12])[CH:10]=3)[N:5]=2)[CH2:14][CH2:15]1. Reported procedure: The title compound was prepared in analogy to Example 9-1 in Scheme 5 by using 4-(4-chloro-6-methylquinolin-2-yl)-2,3,4,5-tetrahydro-1,4-benzothiazepine 1,1-dioxide (prepared in analogy to the one in Example 2-1) and glycine. MS obsd. (ESI+) [(M+H)+] 412, 1H NMR (400 MHz, CD3OD) δ ppm 8.01 (d, J=1.8 Hz, 1 H), 7.89 (d, J=1.9 Hz, 1 H), 7.68 (t, J=2.9 Hz, 2 H), 7.54 (d, J=2.1 Hz, 1 H), 7.48 (t, J=2.2 Hz, 1 H), 7.40 (d, J=0.9 Hz, 1 H), 5.73 (s, 1 H), 5.09 (s, 2 H), 4.36 (brs, 2 H), 3.3 (s, 2 H), 3.5... Reactants: resultant mixture, C(C)(=O)NC1=NC=CC(=N1)CCC1=CC=C(C=C1)NC(=S)NC (2-acetamido-4-[2-{4-(3-methylthioureido)phenyl}ethyl]pyrimidine), BrBr (bromine). Run in C(Cl)(Cl)Cl (chloroform), C(Cl)(Cl)Cl (chloroform). The product is NC1=NC=CC(=N1)CCC1=CC2=C(N=C(S2)NC)C=C1 (6-[2-(2-amino-4-pyrimidinyl)ethyl]-2-methylaminobenzothiazole). Isolated yield 13.1%. Reaction SMILES: C([NH:4][C:5]1[N:10]=[C:9]([CH2:11][CH2:12][C:13]2[CH:18]=[CH:17][C:16]([NH:19][C:20]([NH:22][CH3:23])=[S:21])=[CH:15][CH:14]=2)[CH:8]=[CH:7][N:6]=1)(=O)C.BrBr>C(Cl)(Cl)Cl>[NH2:4][C:5]1[N:10]=[C:9]([CH2:11][CH2:12][C:13]2[CH:18]=[CH:17][C:16]3[N:19]=[C:20]([NH:22][CH3:23])[S:21][C:15]=3[CH:14]=2)[CH:8]=[CH:7][N:6]=1. Reported procedure: To a solution of 2-acetamido-4-[2-{4-(3-methylthioureido)phenyl}ethyl]pyrimidine (5.8 g) in chloroform (100 ml) was dropwise added a solution of bromine (3.1 g) in chloroform (3 ml) at ambient temperature under stirring and the mixture was stirred at the same temperature for one hour. Further, the resultant mixture was refluxed for 2 hours with stirring. The reaction mixture was evaporated in vacuo and the residue was heated with 10% hydrochloric acid (100 ml) for one hour at 70° to 80° C. The r... Starting materials: BrCCO (2-bromoethanol), O1CCCC=C1 (dihydropyrane), C1(=CC=C(C=C1)S(=O)(=O)O)C.[NH+]1=CC=CC=C1 (Pyridinium p-toluenesulfonic acid). Run in ClCCl (dichloromethane), C(C)OCC (diethyl ether). Reaction conditions: time 2.5 hour. The product is O1C(CCCC1)OCCBr (1-(tetrahydropyran-2-yloxy)-2-bromoethane). As a reaction SMILES: [Br:1][CH2:2][CH2:3][OH:4].[O:5]1[CH:10]=[CH:9][CH2:8][CH2:7][CH2:6]1.C1(C)C=CC(S(O)(=O)=O)=CC=1.[NH+]1C=CC=CC=1>ClCCl.C(OCC)C>[O:5]1[CH2:10][CH2:9][CH2:8][CH2:7][CH:6]1[O:4][CH2:3][CH2:2][Br:1] |f:2.3|. Procedure: Combine 2-bromoethanol (14.2 mL, 200 mmol) and dihydropyrane (18.25 mL, 200 mmol) in dichloromethane (20 mL). Add Pyridinium p-toluenesulfonic acid (5 g, 20 mmol). After 2.5 hours, dilute the reaction mixture with diethyl ether and extract with water, 1/1 water/brine, water, and then brine. Dry the organic layer over MgSO4, filter, and evaporate in vacuo to give a residue. Distill the residue to give the title compound: bp; 80-90° C. at 15-20 mm Hg. Reactants: FC1=CC(=C(C=C1)NC=1C2=C(N=CN1)SC(=C2C)C(=O)O)O[C@@H]2CC[C@H](CC2)O (4-[4-fluoro-2-(trans-4-hydroxycyclohexyloxy)-phenylamino]-5-methyl-thieno[2,3-d]pyrimidine-6-carboxylic acid), NCCCN1C(CCC1)=O (1-(3-aminopropyl)-2-pyrrolidinone). Product: O=C1N(CCC1)CCCNC(=O)C1=C(C2=C(N=CN=C2NC2=C(C=C(C=C2)F)O[C@@H]2CC[C@H](CC2)O)S1)C (4-[4-Fluoro-2-(trans-4-hydroxy-cyclohexyloxy)-phenylamino]-5-methyl-thieno[2,3-d]pyrimidine-6-carboxylic acid [3-(2-oxo-pyrrolidin-1-yl)-propyl]-amide). Reaction SMILES: [F:1][C:2]1[CH:7]=[CH:6][C:5]([NH:8][C:9]2[C:10]3[C:17]([CH3:18])=[C:16]([C:19]([OH:21])=O)[S:15][C:11]=3[N:12]=[CH:13][N:14]=2)=[C:4]([O:22][C@H:23]2[CH2:28][CH2:27][C@H:26]([OH:29])[CH2:25][CH2:24]2)[CH:3]=1.[NH2:30][CH2:31][CH2:32][CH2:33][N:34]1[CH2:38][CH2:37][CH2:36][C:35]1=[O:39]>>[O:39]=[C:35]1[CH2:36][CH2:37][CH2:38][N:34]1[CH2:33][CH2:32][CH2:31][NH:30][C:19]([C:16]1[S:15][C:11]2[N:12]=[CH:13][N:14]=[C:9]([NH:8][C:5]3[CH:6]=[CH:7][C:2]([F:1])=[CH:3][C:4]=3[O:22][C@H:23]3[CH2:24][CH2:25][C@H:26]([OH:29])[CH2:27][CH2:28]3)[C:10]=2[C:17]=1[CH3:18])=[O:21]. Procedure: Prepared analogously to 1.4 from 0.042 g 4-[4-fluoro-2-(trans-4-hydroxycyclohexyloxy)-phenylamino]-5-methyl-thieno[2,3-d]pyrimidine-6-carboxylic acid and 0.015 g 1-(3-aminopropyl)-2-pyrrolidinone. The residue was purified by chromatography. Starting materials: C(C)OC(=O)C1(OC1)CCCC1=CC(=CC=C1)Cl (2-[3-(3-chlorophenyl)propyl]oxirane-2-carboxylic acid ethyl ester), [OH-].[Na+] (sodium hydroxide). The solvent is C(C)O (ethanol). Yields the product ClC=1C=C(C=CC1)CCCC1(OC1)C(=O)[O-].[Na+] (Sodium 2-[3-(3-chlorophenyl)propyl]oxirane-2-carboxylate). Reaction SMILES: C([O:3][C:4]([C:6]1([CH2:9][CH2:10][CH2:11][C:12]2[CH:17]=[CH:16][CH:15]=[C:14]([Cl:18])[CH:13]=2)[CH2:8][O:7]1)=[O:5])C.[OH-].[Na+:20]>C(O)C>[Cl:18][C:14]1[CH:13]=[C:12]([CH2:11][CH2:10][CH2:9][C:6]2([C:4]([O-:5])=[O:3])[CH2:8][O:7]2)[CH:17]=[CH:16][CH:15]=1.[Na+:20] |f:1.2,4.5|. Procedure details: 2.7 g of 2-[3-(3-chlorophenyl)propyl]oxirane-2-carboxylic acid ethyl ester are stirred with 10 ml of 1 N sodium hydroxide solution and 10 ml of ethanol at room temperature for 1 hour. The mixture is concentrated in vacuo, after which the title compound remains as a colorless glassy powder.